Dataset: the Open Reaction Database (ORD), a public repository of structured organic reaction records. Task: describe an organic reaction: reactants, conditions, products, and yield Starting materials: BrC1=C(N(C2=CC=CC=C12)CCCOC1=CC=CC2=CC=CC=C12)C(=O)OCC (ethyl 3-bromo-1-(3-(naphthalen-1-yloxy)propyl)-1H-indole-2-carboxylate), C(=C\C1=CC=CC=C1)/B(O)O ((E)-styrylboronic acid), C(OC)COC (dimethoxyethane), [Li+].[OH-] (LiOH). The reagents and catalysts are Cl[Pd]([P](C1=CC=CC=C1)(C2=CC=CC=C2)C3=CC=CC=C3)([P](C4=CC=CC=C4)(C5=CC=CC=C5)C6=CC=CC=C6)Cl (bis(triphenylphosphine)palladium(II) dichloride). The solvent is C(C)O (ethanol). The product is C1(=CC=CC2=CC=CC=C12)OCCCN1C(=C(C2=CC=CC=C12)\C=C\C1=CC=CC=C1)C(=O)O (1-(3-(1-naphthyloxy)propyl)-3-((E)-2-phenylvinyl)-1H-indole-2-carboxylic acid). RXN SMILES: Br[C:2]1[C:10]2[C:5](=[CH:6][CH:7]=[CH:8][CH:9]=2)[N:4]([CH2:11][CH2:12][CH2:13][O:14][C:15]2[C:24]3[C:19](=[CH:20][CH:21]=[CH:22][CH:23]=3)[CH:18]=[CH:17][CH:16]=2)[C:3]=1[C:25]([O:27]CC)=[O:26].[CH:30](/B(O)O)=[CH:31]\[C:32]1[CH:37]=[CH:36][CH:35]=[CH:34][CH:33]=1.C(COC)OC.[Li+].[OH-]>Cl[Pd](Cl)([P](C1C=CC=CC=1)(C1C=CC=CC=1)C1C=CC=CC=1)[P](C1C=CC=CC=1)(C1C=CC=CC=1)C1C=CC=CC=1.C(O)C>[C:15]1([O:14][CH2:13][CH2:12][CH2:11][N:4]2[C:5]3[C:10](=[CH:9][CH:8]=[CH:7][CH:6]=3)[C:2](/[CH:30]=[CH:31]/[C:32]3[CH:37]=[CH:36][CH:35]=[CH:34][CH:33]=3)=[C:3]2[C:25]([OH:27])=[O:26])[C:24]2[C:19](=[CH:20][CH:21]=[CH:22][CH:23]=2)[CH:18]=[CH:17][CH:16]=1 |f:3.4,^1:51,70|. Procedure details: A mixture of EXAMPLE 31C (100 mg), (E)-styrylboronic acid (39 mg), and bis(triphenylphosphine)palladium(II) dichloride (8 mg) in 7:3:3 dimethoxyethane:ethanol:1N aqueous LiOH (2 mL) was heated under microwave conditions (CEM Discover) at 130° C. for 30 minutes The mixture was quenched with 1NHCl and extracted with ethyl acetate. The extract was dried (Na2SO4), filtered, and concentrated. The concentrate was purified by reverse phaseHPLC (Zorbax SB-C18, 20-100% acetonitrile/water/0.1% trifluoroac... Starting materials: [BH4-], CC(C)(C)OC(=O)N1CC(F)(F)CC1C=O, CC(C)[O-], CC(C)[O-], CC(C)[O-], CC(C)[O-], CO, Nc1cccc(Cl)c1, [Na+], [Ti+4]. Yields the product CC(C)(C)OC(=O)N1CC(F)(F)CC1CNc1cccc(Cl)c1. Reaction SMILES: [BH4-:25].[C:1]([CH3:2])([CH3:3])([CH3:4])[O:5][C:6](=[O:7])[N:8]1[CH:9]([CH:15]=[O:16])[CH2:10][C:11]([F:13])([F:14])[CH2:12]1.[CH3:27][CH:28]([CH3:29])[O-:30].[CH3:31][CH:32]([CH3:33])[O-:34].[CH3:35][CH:36]([CH3:37])[O-:38].[CH3:39][CH:40]([CH3:41])[O-:42].[CH3:44][OH:45].[Cl:17][c:18]1[cH:19][c:20]([NH2:21])[cH:22][cH:23][cH:24]1.[Na+:26].[Ti+4:43]>>[C:1]([CH3:2])([CH3:3])([CH3:4])[O:5][C:6](=[O:7])[N:8]1[CH:9]([CH2:15][NH:21][c:20]2[cH:19][c:18]([Cl:17])[cH:24][cH:23][cH:22]2)[CH2:10][C:11]([F:13])([F:14])[CH2:12]1. Starting materials: FC(C1=C(CN2CCC(CC2)\C=C/2\C(=NC(S2)=O)NCCOCCN(CC)CC)C=CC(=C1)C(F)(F)F)(F)F ((5Z)-5-({1-[2,4-bis(trifluoromethyl)benzyl]piperidin-4-yl}methylidene)-4-({2-[2-(diethylamino)ethoxy]ethyl}amino)-1,3-thiazol-2(5H)-one), S(=O)(=O)(O)C1=CC=C(C)C=C1 (tosylic acid). Solvent: C(C)O (ethanol), C(C)O (ethanol). Reaction conditions: time 1 hour. The product is S(=O)(=O)(O)C1=CC=C(C)C=C1.S(=O)(=O)(O)C1=CC=C(C)C=C1.FC(C1=C(CN2CCC(CC2)\C=C/2\C(=NC(S2)=O)NCCOCCN(CC)CC)C=CC(=C1)C(F)(F)F)(F)F ((5Z)-5-({1-[2,4-bis(trifluoromethyl)benzyl]piperidin-4-yl}methylidene)-4-({2-[2-(diethylamino)ethoxy]ethyl}amino)-1,3-thiazol-2(5H)-one ditosylate). Yield: 65.5%. RXN SMILES: [F:1][C:2]([F:39])([F:38])[C:3]1[CH:33]=[C:32]([C:34]([F:37])([F:36])[F:35])[CH:31]=[CH:30][C:4]=1[CH2:5][N:6]1[CH2:11][CH2:10][CH:9](/[CH:12]=[C:13]2/[C:14]([NH:19][CH2:20][CH2:21][O:22][CH2:23][CH2:24][N:25]([CH2:28][CH3:29])[CH2:26][CH3:27])=[N:15][C:16](=[O:18])[S:17]/2)[CH2:8][CH2:7]1.[S:40]([C:44]1[CH:50]=[CH:49][C:47]([CH3:48])=[CH:46][CH:45]=1)([OH:43])(=[O:42])=[O:41]>C(O)C>[S:40]([C:44]1[CH:50]=[CH:49][C:47]([CH3:48])=[CH:46][CH:45]=1)([OH:43])(=[O:42])=[O:41].[S:40]([C:44]1[CH:50]=[CH:49][C:47]([CH3:48])=[CH:46][CH:45]=1)([OH:43])(=[O:42])=[O:41].[F:39][C:2]([F:1])([F:38])[C:3]1[CH:33]=[C:32]([C:34]([F:36])([F:37])[F:35])[CH:31]=[CH:30][C:4]=1[CH2:5][N:6]1[CH2:11][CH2:10][CH:9](/[CH:12]=[C:13]2/[C:14]([NH:19][CH2:20][CH2:21][O:22][CH2:23][CH2:24][N:25]([CH2:26][CH3:27])[CH2:28][CH3:29])=[N:15][C:16](=[O:18])[S:17]/2)[CH2:8][CH2:7]1 |f:3.4.5|. Procedure: To a solution of (5Z)-5-({1-[2,4-bis(trifluoromethyl)benzyl]piperidin-4-yl}methylidene)-4-({2-[2-(diethylamino)ethoxy]ethyl}amino)-1,3-thiazol-2(5H)-one (950 mg) in ethanol (2 mL) was added a solution of tosylic acid (635 mg) in ethanol (3 mL). The reaction mixture was stirred at room temperature for 1 hr, and the solvent was evaporated under reduced pressure. The residue was recrystallized from 2-butanone/heptane to give the title compound (992 mg). Starting materials: CN1CC2=C(NC=3C=CC(=CC23)C)CC1C (2,3,8-trimethyl-2,3,4,5-tetrahydro-1H-pyrido[4,3-b]indole), [H-].[Na+] (sodium hydride), ice water, CC1(OC1)C1=CC=NC=C1 (4-(2-methyl-oxiranyl)-pyridine). The solvent is CN(C)C=O (DMF). Reaction conditions: time 10 minute. Product: N1=CC=C(C=C1)C(CN1C2=C(C=3C=C(C=CC13)C)CN(C(C2)C)C)(C)O (2-(pyridin-4-yl)-1-(2,3,8-trimethyl-3,4-dihydro-1H-pyrido[4,3-b]indol-5(2H)-yl)propan-2-ol). Reaction SMILES: [CH3:1][N:2]1[CH:15]([CH3:16])[CH2:14][C:5]2[NH:6][C:7]3[CH:8]=[CH:9][C:10]([CH3:13])=[CH:11][C:12]=3[C:4]=2[CH2:3]1.[H-].[Na+].[CH3:19][C:20]1([C:23]2[CH:28]=[CH:27][N:26]=[CH:25][CH:24]=2)[CH2:22][O:21]1>CN(C=O)C>[N:26]1[CH:27]=[CH:28][C:23]([C:20]([OH:21])([CH3:22])[CH2:19][N:6]2[C:7]3[CH:8]=[CH:9][C:10]([CH3:13])=[CH:11][C:12]=3[C:4]3[CH2:3][N:2]([CH3:1])[CH:15]([CH3:16])[CH2:14][C:5]2=3)=[CH:24][CH:25]=1 |f:1.2|. Reported procedure: To a solution of 2,3,8-trimethyl-2,3,4,5-tetrahydro-1H-pyrido[4,3-b]indole (500 mg, 2.3 mmol) in DMF (10 mL) was added sodium hydride (276 mg, 6.9 mmol). After stirring for 10 min at RT, 4-(2-methyl-oxiranyl)-pyridine (473 mg, 3.5 mmol) was added and stirring continued for another 16 h. The reaction mixture was poured into ice water and extracted with EtOAc. The organic layer was washed with water, dried over sodium sulfate and concentrated to afford crude material, which was re-crystallized in ... Reactants: C1(=CC=CC=C1)OC(NC1=CC=C(C=C1)C1=NC(=NC(=C1)C1=C(C=CC(=C1)F)S(=O)(=O)C)N1[C@H](COCC1)C)=O ((S)-phenyl(4-(6-(5-fluoro-2-(methylsulfonyl)phenyl)-2-(3-methylmorpholino)pyrimidin-4-yl)phenyl)carbamate), N[C@@H](CO)C ((R)-2-aminopropan-1-ol). Yields the product FC=1C=CC(=C(C1)C1=CC(=NC(=N1)N1[C@H](COCC1)C)C1=CC=C(C=C1)NC(=O)N[C@@H](CO)C)S(=O)(=O)C (1-(4-(6-(5-fluoro-2-(methylsulfonyl)phenyl)-2-((S)-3-methylmorpholino)pyrimidin-4-yl)phenyl)-3-((R)-1-hydroxypropan-2-yl)urea). As a reaction SMILES: C1(O[C:8](=[O:40])[NH:9][C:10]2[CH:15]=[CH:14][C:13]([C:16]3[CH:21]=[C:20]([C:22]4[CH:27]=[C:26]([F:28])[CH:25]=[CH:24][C:23]=4[S:29]([CH3:32])(=[O:31])=[O:30])[N:19]=[C:18]([N:33]4[CH2:38][CH2:37][O:36][CH2:35][C@@H:34]4[CH3:39])[N:17]=3)=[CH:12][CH:11]=2)C=CC=CC=1.[NH2:41][C@H:42]([CH3:45])[CH2:43][OH:44]>>[F:28][C:26]1[CH:25]=[CH:24][C:23]([S:29]([CH3:32])(=[O:31])=[O:30])=[C:22]([C:20]2[N:19]=[C:18]([N:33]3[CH2:38][CH2:37][O:36][CH2:35][C@@H:34]3[CH3:39])[N:17]=[C:16]([C:13]3[CH:12]=[CH:11][C:10]([NH:9][C:8]([NH:41][C@H:42]([CH3:45])[CH2:43][OH:44])=[O:40])=[CH:15][CH:14]=3)[CH:21]=2)[CH:27]=1. Procedure: Method as described for example 58 using intermediate 32 (100 mg, 0.18 mmol) and (R)-2-aminopropan-1-ol (20 mg, 0.267 mmol). The reaction mixture was purified by prep HPLC at low pH to afford the title compound. (59 mg, 61%) Conditions: temperature 25 celsius, time 2 hour. Reagents/catalysts: CCN=C=NCCCN(C)C.Cl (EDC-HCl), CCN(CC)CC (TEA), C1=CC=C2C(=C1)N=NN2O (HOBt). Reactants: O=C(O)Cc1ccc2c(c1)OCO2, NCc1cccc2ccccc12. The yield is 76.0%. The solvent is CN(C)C=O (DMF), CN(C)C=O (DMF), CN(C)C=O (DMF), CN(C)C=O (DMF), CN(C)C=O (DMF), CN(C)C=O (DMF). Product: O=C(Cc1ccc2c(c1)OCO2)NCc1cccc2ccccc12. Reaction SMILES: NCc1cccc2ccccc12.O=C(O)Cc1ccc2c(c1)OCO2.CCN=C=NCCCN(C)C.Cl.C1=CC=C2C(=C1)N=NN2O.CCN(CC)CC.CN(C)C=O>>O=C(Cc1ccc2c(c1)OCO2)NCc1cccc2ccccc12.